From a dataset of the Open Reaction Database (ORD), a public repository of structured organic reaction records. describe an organic reaction: reactants, conditions, products, and yield Reactants: CON=CC1=CC2=C(N(C=N2)C2=CC(=CC=C2)Br)C=C1 (1-(3-Bromophenyl)-5-formylbenzimidazole O-methyl oxime), C(CCC)[Sn](C=1SC=CC1)(CCCC)CCCC (2-(tributylstannyl)thiophene), tris(triphenylphosphine)palladium dichloride. Solvent: CN(C)C=O (DMF), O (water). Run at temperature 80 celsius. Product: CON=CC1=CC2=C(N(C=N2)C2=CC(=CC=C2)C=2SC=CC2)C=C1 (1-(3-(2-Thienyl)phenyl)-5-formylbenzimidazole O-methyl oxime). RXN SMILES: [CH3:1][O:2][N:3]=[CH:4][C:5]1[CH:20]=[CH:19][C:8]2[N:9]([C:12]3[CH:17]=[CH:16][CH:15]=[C:14](Br)[CH:13]=3)[CH:10]=[N:11][C:7]=2[CH:6]=1.C([Sn](CCCC)(CCCC)[C:26]1[S:27][CH:28]=[CH:29][CH:30]=1)CCC>CN(C=O)C.O>[CH3:1][O:2][N:3]=[CH:4][C:5]1[CH:20]=[CH:19][C:8]2[N:9]([C:12]3[CH:17]=[CH:16][CH:15]=[C:14]([C:26]4[S:27][CH:28]=[CH:29][CH:30]=4)[CH:13]=3)[CH:10]=[N:11][C:7]=2[CH:6]=1. Procedure: A mixture of 29a from Example 8 (0.7 g, 2.1 mmol), 2-(tributylstannyl)thiophene (1.59 g, 4.3 mmol) and tris(triphenylphosphine)palladium dichloride (50 mg) in DMF (5 ml) is heated to 80° C. over night. The cooled reaction mixture is diluted with 4 volumes of water and extracted with ethyl acetate. The combined organic extracts are dried over sodium sulfate and concentrated under reduced pressure. The residue is purified by column-chromatography on silica gel using a mixture of ethyl acetate and ... The reactants are CNCC1=CC=2SC(=CC2S1)S(=O)(=O)N (5-Methylaminomethylthieno[3,2-b]thiophene-2-sulfonamide), Cl (HCl). The solvent is C(C)O (ethanol). The product is Cl.CNCC1=CC=2SC(=CC2S1)S(=O)(=O)N (5-methylaminomethylthieno[3,2-b]thiophene-2-sulfonamide hydrochloride). The yield is 83.7%. Reaction SMILES: [CH3:1][NH:2][CH2:3][C:4]1[S:11][C:10]2[CH:9]=[C:8]([S:12]([NH2:15])(=[O:14])=[O:13])[S:7][C:6]=2[CH:5]=1.[ClH:16]>C(O)C>[ClH:16].[CH3:1][NH:2][CH2:3][C:4]1[S:11][C:10]2[CH:9]=[C:8]([S:12]([NH2:15])(=[O:14])=[O:13])[S:7][C:6]=2[CH:5]=1 |f:3.4|. Reported procedure: 5-Methylaminomethylthieno[3,2-b]thiophene-2-sulfonamide (0.53 g., 2.0 mmoles) was dissolved in boiling ethanol (75 mL), filtered and the ethanolic solution concentrated to 50 mL. Ethanolic HCl (5.10M., 0.43 mL., 2.2 mmoles) was added to the warm solution and the flask swirled to make fine crystals. The flask was cooled in the freezer for 1.5 hours. Crystals were collected and washed with cold ethanol, and then with ether, to give 0.50 g of 5-methylaminomethylthieno[3,2-b]thiophene-2-sulfonamide ... Reactants: O=C([O-])O, FC(F)(F)C(F)(F)I, Cc1ccccc1N, [Na+], [Na+], C1CCOC1, O, O=S([O-])O, [Zn]. Product: Cc1cccc(C(F)(F)C(F)(F)F)c1N. Reaction SMILES: [C:22](=[O:23])([O-:24])[OH:25].[F:9][C:10]([C:11]([F:12])([F:13])[F:14])([F:15])[I:16].[NH2:1][c:2]1[c:3]([CH3:8])[cH:4][cH:5][cH:6][cH:7]1.[Na+:21].[Na+:26].[O:28]1[CH2:29][CH2:30][CH2:31][CH2:32]1.[OH2:33].[S:17]([O-:18])([OH:19])=[O:20].[Zn:27]>>[NH2:1][c:2]1[c:3]([CH3:8])[cH:4][cH:5][cH:6][c:7]1[C:10]([F:9])([C:11]([F:12])([F:13])[F:14])[F:15]. Reactants: BrC=1C=C2C(=C(C=NC2=CC1)C(C)=O)Cl (1-(6-bromo-4-chloroquinolin-3-yl)ethanone), C(=O)([O-])[O-].[K+].[K+] (K2CO3), C(C)(C)N(C(C)C)CC (N,N-diisopropylethylamine), tert-butyl (trans-4-(2-(dimethylamino)ethyl)cyclohexyl) carbamate, Cl (HCl), resultant suspension. The solvent is CN(C)C=O (DMF), O1CCOCC1 (dioxane). Yields the product BrC=1C=C2C(=C(C=NC2=CC1)C(C)=O)N[C@@H]1CC[C@H](CC1)CCN(C)C (1-(6-bromo-4-((trans-4-(2-(dimethylamino)ethyl)cyclohexyl)amino)quinolin-3-yl)ethanone). The yield is 108.5%. Reaction SMILES: Cl.[Br:2][C:3]1[CH:4]=[C:5]2[C:10](=[CH:11][CH:12]=1)[N:9]=[CH:8][C:7]([C:13](=[O:15])[CH3:14])=[C:6]2Cl.C([O-])([O-])=O.[K+].[K+].[CH:23]([N:26]([CH2:30][CH3:31])[CH:27](C)C)(C)C>O1CCOCC1.CN(C=O)C>[Br:2][C:3]1[CH:4]=[C:5]2[C:10](=[CH:11][CH:12]=1)[N:9]=[CH:8][C:7]([C:13](=[O:15])[CH3:14])=[C:6]2[NH:9][C@H:10]1[CH2:11][CH2:12][C@H:3]([CH2:31][CH2:30][N:26]([CH3:23])[CH3:27])[CH2:4][CH2:5]1 |f:2.3.4|. Procedure details: Following general procedure A-1, tert-butyl (trans-4-(2-(dimethylamino)ethyl)cyclohexyl) carbamate (336 mg, 1.24 mmol) was reacted with 6 N aqueous HCl (2 mL) to afford a viscous colorless oil. The oil was dissolved in dioxane (10 mL) and DMF (5 mL) followed by the addition of 1-(6-bromo-4-chloroquinolin-3-yl)ethanone (285 mg, 1.0 mmol), K2CO3 (0.55 g, 4.0 mmol), and N,N-diisopropylethylamine (1.0 mL, 5.8 mmol) and the resultant suspension was heated at 100° C. for 16 h. The reaction mixture was... Starting materials: BrC=1C=C(C=CC1)[C@@](CO)(C)NC(CCl)=O ((R)-N-[1-(3-bromo-phenyl)-2-hydroxy-1-methyl-ethyl]-2-chloro-acetamide), [K] (potassium), CCSC(=O)N(CC(C)C)CC(C)C (butylate). The reagents and catalysts are [Pd] (palladium). Product: Cl.NC=1C=C(C=CC1)[C@@]1(COCC(N1)=O)C ((R)-5-(3-amino-phenyl)-5-methyl-morpholin-3-one hydrochloride). Reaction SMILES: Br[C:2]1[CH:3]=[C:4]([C@:8]([NH:12][C:13](=[O:16])[CH2:14][Cl:15])([CH3:11])[CH2:9][OH:10])[CH:5]=[CH:6][CH:7]=1.[K].CCSC([N:23](CC(C)C)CC(C)C)=O>[Pd]>[ClH:15].[NH2:23][C:2]1[CH:3]=[C:4]([C@@:8]2([CH3:11])[NH:12][C:13](=[O:16])[CH2:14][O:10][CH2:9]2)[CH:5]=[CH:6][CH:7]=1 |f:4.5,^1:16|. Procedure details: In close analogy to the reaction sequence described for the preparation of Building block A, the cyclization of the (R)-N-[1-(3-bromo-phenyl)-2-hydroxy-1-methyl-ethyl]-2-chloro-acetamide with potassium tent-butylate, followed by the palladium-catalyzed amination, and, finally, by the hydrolysis yielded the (R)-5-(3-amino-phenyl)-5-methyl-morpholin-3-one hydrochloride as a light yellow solid. Mass (calculated) C11H15ClN2O2 [242.707]; (found) [M+H]+=207.